Dataset: the Open Reaction Database (ORD), a public repository of structured organic reaction records. Task: describe an organic reaction: reactants, conditions, products, and yield Reactants: CCOC(=O)C1OC1C(=O)NC(CC(C)C)C(=O)N1CCN(c2ccccn2)CC1, CC(C)CC(N)C(=O)N1CCN(c2ncccn2)CC1. RXN SMILES: [CH3:21][CH:22]([CH3:23])[CH2:24][CH:25]([NH:26][C:40](=[O:41])[CH:42]1[CH:43]([C:45](=[O:46])[O:47][CH2:48][CH3:49])[O:44]1)[C:27]([N:28]1[CH2:29][CH2:30][N:31]([c:32]2[cH:33][cH:34][cH:35][cH:36][n:37]2)[CH2:38][CH2:39]1)=[O:50].[NH2:1][CH:2]([CH2:3][CH:4]([CH3:5])[CH3:6])[C:7](=[O:8])[N:9]1[CH2:10][CH2:11][N:12]([c:15]2[n:16][cH:17][cH:18][cH:19][n:20]2)[CH2:13][CH2:14]1>>[NH:1]([CH:2]([CH2:3][CH:4]([CH3:5])[CH3:6])[C:7](=[O:8])[N:9]1[CH2:10][CH2:11][N:12]([c:15]2[n:16][cH:17][cH:18][cH:19][n:20]2)[CH2:13][CH2:14]1)[C:40](=[O:41])[CH:42]1[CH:43]([C:45](=[O:46])[O:47][CH2:48][CH3:49])[O:44]1. Product: CCOC(=O)C1OC1C(=O)NC(CC(C)C)C(=O)N1CCN(c2ncccn2)CC1. The reactants are C(C)N(CCC1=CC=C(C=C1)O)C1=C(C=CC=C1)C1CC2=CC=C(C=C2CC1)OC (4-{2-{ethyl[2-(6-methoxy-1,2,3,4-tetrahydronaphthalen-2-yl)phenyl]amino}ethyl}phenol), Cl.ClCCN1CCCCC1 (1-(2-chloroethyl)piperidine hydrochloride), C(C)N(CCC1=CC=C(C=C1)OCCN1CCCCC1)C1=C(C=CC=C1)C1CC2=CC=C(C=C2CC1)OC (ethyl[2-(6-methoxy-1,2,3,4-tetrahydronaphthalen-2-yl)phenyl]{2-[4-(2-piperidin-1-ylethoxy)phenyl]ethyl}amine). Product: C(C)N(C1=C(C=CC=C1)C1CC=2C=CC(=CC2CC1)O)CCC1=CC=C(C=C1)OCCN1CCCCC1 (6-{2-{Ethyl{2-[4-(2-piperidin-1-ylethoxy)phenyl]ethyl}amino}phenyl}-5,6,7,8-tetrahydronaphthalen-2-ol). Isolated yield 86.8%. Reaction SMILES: C(N(C1C=CC=CC=1C1CCC2C(=CC=C(OC)C=2)C1)CCC1C=CC(O)=CC=1)C.Cl.ClCCN1CCCCC1.[CH2:41]([N:43]([C:61]1[CH:66]=[CH:65][CH:64]=[CH:63][C:62]=1[CH:67]1[CH2:76][CH2:75][C:74]2[C:69](=[CH:70][CH:71]=[C:72]([O:77]C)[CH:73]=2)[CH2:68]1)[CH2:44][CH2:45][C:46]1[CH:51]=[CH:50][C:49]([O:52][CH2:53][CH2:54][N:55]2[CH2:60][CH2:59][CH2:58][CH2:57][CH2:56]2)=[CH:48][CH:47]=1)[CH3:42]>>[CH2:41]([N:43]([CH2:44][CH2:45][C:46]1[CH:47]=[CH:48][C:49]([O:52][CH2:53][CH2:54][N:55]2[CH2:60][CH2:59][CH2:58][CH2:57][CH2:56]2)=[CH:50][CH:51]=1)[C:61]1[CH:66]=[CH:65][CH:64]=[CH:63][C:62]=1[CH:67]1[CH2:76][CH2:75][C:74]2[CH:73]=[C:72]([OH:77])[CH:71]=[CH:70][C:69]=2[CH2:68]1)[CH3:42] |f:1.2|. Procedure: Synthesized from 4-{2-{ethyl[2-(6-methoxy-1,2,3,4-tetrahydronaphthalen-2-yl)phenyl]amino}ethyl}phenol and 1-(2-chloroethyl)piperidine hydrochloride according to an analogous synthetic method to Preparation Example 40, ethyl[2-(6-methoxy-1,2,3,4-tetrahydronaphthalen-2-yl)phenyl]{2-[4-(2-piperidin-1-ylethoxy)phenyl]ethyl}amine (308 mg) was used according to an analogous synthetic method to Example 111 to provide the title compound (260 mg).